From a dataset of the Open Reaction Database (ORD), a public repository of structured organic reaction records. describe an organic reaction: reactants, conditions, products, and yield As a reaction SMILES: CN(C)C=O.[CH3:6][C:7]1[CH:12]=[CH:11][C:10]([N:13]([C:30]2[CH:35]=[CH:34][C:33]([CH3:36])=[CH:32][CH:31]=2)[C:14]2[CH:19]=[CH:18][C:17]([CH:20]=[CH:21][C:22]3[CH:27]=[CH:26][CH:25]=[C:24]([O:28]C)[CH:23]=3)=[CH:16][CH:15]=2)=[CH:9][CH:8]=1.[Na]>O>[CH3:36][C:33]1[CH:32]=[CH:31][C:30]([N:13]([C:10]2[CH:9]=[CH:8][C:7]([CH3:6])=[CH:12][CH:11]=2)[C:14]2[CH:15]=[CH:16][C:17]([CH:20]=[CH:21][C:22]3[CH:27]=[CH:26][CH:25]=[C:24]([OH:28])[CH:23]=3)=[CH:18][CH:19]=2)=[CH:35][CH:34]=1 |^1:36|. The solvent is O (water). Procedure: 40 ml of N,N-dimethylformamide were added to a mixture of 4.06 g (10.0 mmol) of N,N-bis(4-methylphenyl)-4-amino-3'-methoxystilbene and 1.68 g (20.0 mmol) of sodium thioethylate. The thus prepared mixture was refluxed with stirring for 4 hours. The mixture was then cooled to room temperature, and poured into water. The ether component was extracted from the reaction mixture by a separating funnel. The thus obtained organic layer was washed with water, and dried over magnesium sulfate and further ... Reaction conditions: time 4 hour. Starting materials: CN(C=O)C (N,N-dimethylformamide), CC1=CC=C(C=C1)N(C1=CC=C(C=C1)C=CC1=CC(=CC=C1)OC)C1=CC=C(C=C1)C (N,N-bis(4-methylphenyl)-4-amino-3'-methoxystilbene), [Na] (sodium). Yields the product CC1=CC=C(C=C1)N(C1=CC=C(C=C1)C=CC1=CC(=CC=C1)O)C1=CC=C(C=C1)C (N,N-bis(4-methylphenyl)-4-amino-3'-hydroxystilbene).